This data is from the Open Reaction Database (ORD), a public repository of structured organic reaction records. The task is: describe an organic reaction: reactants, conditions, products, and yield Starting materials: ClC(CC(C1=CC=CC=C1)Cl)(Cl)Cl (1,1,1,3-tetrachloro-3-phenylpropane), C(C)(=O)O (acetic acid). The product is C(C=CC1=CC=CC=C1)(=O)O (cinnamic acid). The yield is 76.3%. RXN SMILES: ClC(Cl)(Cl)C[CH:4](Cl)[C:5]1[CH:10]=[CH:9][CH:8]=[CH:7][CH:6]=1.[C:14]([OH:17])(=[O:16])[CH3:15]>>[C:14]([OH:17])(=[O:16])[CH:15]=[CH:4][C:5]1[CH:10]=[CH:9][CH:8]=[CH:7][CH:6]=1. Procedure: A mixture of 129 g of 1,1,1,3-tetrachloro-3-phenylpropane, 74 g of glacial acetic acid and 39 g of Wolfatit OK 80 cation exchanger is heated to 118° to 124° C. for 15 h. The cation exchanger is removed from the hot reaction mixture by filtration. After cooling the mixture, filtration of the crystals and their washing with water, 56.5 g of cinnamic acid is obtained. Condensation of the filtrate followed by filtration of the crystals gives another 9.5 g of cinnamic acid with total yield of 89% (me... Starting materials: CCCCC(C=O)CCCC, CO, [Na+], [OH-], O. The product is CCCCC(C=O)(CO)CCCC. Reaction SMILES: [CH2:3]([CH2:4][CH2:5][CH3:6])[CH:7]([CH:8]=[O:9])[CH2:10][CH2:11][CH2:12][CH3:13].[CH3:15][OH:16].[Na+:2].[OH-:1].[OH2:14]>>[OH:1][CH2:15][C:7]([CH2:3][CH2:4][CH2:5][CH3:6])([CH:8]=[O:9])[CH2:10][CH2:11][CH2:12][CH3:13]. Solvent: C1CCOC1 (THF). Procedure details: Lithium aluminum hydride (73 mg) was added to a solution of methyl 4-methyl-3-[(2S,3S,4R,5R,6R)-3,4,5-tris(benzyloxy)-6-[(benzyloxy)methyl]tetrahydro-2H-pyran-2-yl]benzoate (1.3 g) in THF (10 ml) at 0° C. and the mixture was stirred for one hour. The reaction mixture was poured into ice-cooled water and the insoluble matter was separated by filtration. The filtrate was extracted with ethyl acetate. The organic layer was washed with saturated brine and dried over anhydrous sodium sulfate. After f... Yields the product C(C1=CC=CC=C1)O[C@H]1[C@@H](O[C@@H]([C@H]([C@@H]1OCC1=CC=CC=C1)OCC1=CC=CC=C1)COCC1=CC=CC=C1)C1=C(C=CC(=C1)CO)C ((1S)-1,5-anhydro-2,3,4,6-tetra-O-benzyl-1-[5-(hydroxymethyl)-2-methylphenyl]-D-glucitol). Conditions: time 1 hour. Reactants: [H-].[Al+3].[Li+].[H-].[H-].[H-] (Lithium aluminum hydride), CC1=C(C=C(C(=O)OC)C=C1)[C@@H]1O[C@@H]([C@H]([C@@H]([C@H]1OCC1=CC=CC=C1)OCC1=CC=CC=C1)OCC1=CC=CC=C1)COCC1=CC=CC=C1 (methyl 4-methyl-3-[(2S,3S,4R,5R,6R)-3,4,5-tris(benzyloxy)-6-[(benzyloxy)methyl]tetrahydro-2H-pyran-2-yl]benzoate), O (water). Isolated yield 80.3%. RXN SMILES: [H-].[Al+3].[Li+].[H-].[H-].[H-].[CH3:7][C:8]1[CH:17]=[CH:16][C:11]([C:12](OC)=[O:13])=[CH:10][C:9]=1[C@H:18]1[C@H:23]([O:24][CH2:25][C:26]2[CH:31]=[CH:30][CH:29]=[CH:28][CH:27]=2)[C@@H:22]([O:32][CH2:33][C:34]2[CH:39]=[CH:38][CH:37]=[CH:36][CH:35]=2)[C@H:21]([O:40][CH2:41][C:42]2[CH:47]=[CH:46][CH:45]=[CH:44][CH:43]=2)[C@@H:20]([CH2:48][O:49][CH2:50][C:51]2[CH:56]=[CH:55][CH:54]=[CH:53][CH:52]=2)[O:19]1.O>C1COCC1>[CH2:25]([O:24][C@@H:23]1[C@@H:22]([O:32][CH2:33][C:34]2[CH:35]=[CH:36][CH:37]=[CH:38][CH:39]=2)[C@H:21]([O:40][CH2:41][C:42]2[CH:47]=[CH:46][CH:45]=[CH:44][CH:43]=2)[C@@H:20]([CH2:48][O:49][CH2:50][C:51]2[CH:56]=[CH:55][CH:54]=[CH:53][CH:52]=2)[O:19][C@H:18]1[C:9]1[CH:10]=[C:11]([CH2:12][OH:13])[CH:16]=[CH:17][C:8]=1[CH3:7])[C:26]1[CH:31]=[CH:30][CH:29]=[CH:28][CH:27]=1 |f:0.1.2.3.4.5|. The reactants are C(C1=CC=CC=C1)S(=O)(=O)NNC=1C(N(C(=CN1)C)CCCBr)=O (3-(2-benzylsulfonylhydrazino)-1-(3-bromopropyl)-6-methylpyrazinone), C(C1=CC=CC=C1)S(=O)(=O)NNC=1C(N(C(=CN1)C)CCCBr)=O (3-(2-Benzylsulfonylhydrazino)-1-(3-bromopropyl)-6-methylpyrazinone), NC1=CC=NC=C1 (4-aminopyridine), N1=C(C=CC=C1C)C (2,6-lutidine). The solvent is O1CCOCC1 (dioxane). Conditions: temperature 90 celsius, time 15 hour. Product: C(C1=CC=CC=C1)S(=O)(=O)NNC=1C(N(C(=CN1)C)CCCC1=NC=CC(=C1)N)=O (3-(2-Benzylsulfonylhydrazino)-6-methyl-1-[3-(4-aminopyridyl)propyl]-pyrazinone). As a reaction SMILES: [CH2:1]([S:8]([NH:11][NH:12][C:13]1[C:14](=[O:24])[N:15]([CH2:20][CH2:21][CH2:22]Br)[C:16]([CH3:19])=[CH:17][N:18]=1)(=[O:10])=[O:9])[C:2]1[CH:7]=[CH:6][CH:5]=[CH:4][CH:3]=1.[NH2:25][C:26]1[CH:31]=[CH:30][N:29]=[CH:28][CH:27]=1.N1C(C)=CC=CC=1C>O1CCOCC1>[CH2:1]([S:8]([NH:11][NH:12][C:13]1[C:14](=[O:24])[N:15]([CH2:20][CH2:21][CH2:22][C:28]2[CH:27]=[C:26]([NH2:25])[CH:31]=[CH:30][N:29]=2)[C:16]([CH3:19])=[CH:17][N:18]=1)(=[O:10])=[O:9])[C:2]1[CH:7]=[CH:6][CH:5]=[CH:4][CH:3]=1. Reported procedure: To a solution of 3-(2-benzylsulfonylhydrazino)-1-(3-bromopropyl)-6-methylpyrazinone, the product of Example 32, (0.174 g, 0.42 mmol) in dioxane (15 mL), are added 4-aminopyridine (0.048 g, 0.51 mmol) and 2,6-lutidine (0.099 mL, 0.85 mmol). The resulting mixture is stirred at 90° C. for about 15 hours and then is concentrated under reduced pressure. The crude residue is purified by RP-HPLC using acetonitrile/water/trifluoroacetic acid as eluent to afford the title compound. The reactants are N12CCNC(CC1)CC2 (1,4-diazabicyclo[3.2.2]nonane), ClC1=NC=CC=C1[N+](=O)[O-] (2-chloro-nitropyridine), O1CCOCC1 (dioxane). The solvent is O (Water). The product is [N+](=O)([O-])C=1C=CC(=NC1)N1CCN2CCC1CC2 (4-(5-Nitro-pyridin-2-yl)-1,4-diaza-bicyclo[3.2.2]nonane). As a reaction SMILES: [N:1]12[CH2:9][CH2:8][CH:5]([CH2:6][CH2:7]1)[NH:4][CH2:3][CH2:2]2.Cl[C:11]1[C:16]([N+:17]([O-:19])=[O:18])=[CH:15][CH:14]=[CH:13][N:12]=1.O1CCOCC1>O>[N+:17]([C:16]1[CH:15]=[CH:14][C:13]([N:4]2[CH:5]3[CH2:8][CH2:9][N:1]([CH2:7][CH2:6]3)[CH2:2][CH2:3]2)=[N:12][CH:11]=1)([O-:19])=[O:18]. Procedure: 1,4-diazabicyclo[3.2.2]nonane (6.3 g, 50 mmol) was added to a mixture of 2-chloro-nitropyridine (11.9, 75 mmol), and dioxane (250 ml) at 0° C. The reaction mixture was allowed to reach room-temperature. Water (100 ml) was added. The mixture was extracted with dichloromethane (3×50 ml). Chromatography on silica gel with dichloromethane and 10% methanol as solvent gave the title compound as an oil. Yield 8.1 g (65%). Mp. 143-146° C. Starting materials: Cc1c2c(nc3ccccc13)CCNCC2, CC(=O)O, CCO, N#CN, O. Product: Cc1c2c(nc3ccccc13)CCN(C(=N)N)CC2. As a reaction SMILES: [CH3:1][c:2]1[c:3]2[c:4]([n:5][c:6]3[cH:7][cH:8][cH:9][cH:10][c:11]13)[CH2:12][CH2:13][NH:14][CH2:15][CH2:16]2.[CH3:20][C:21](=[O:22])[OH:23].[CH3:24][CH2:25][OH:26].[NH2:17][C:18]#[N:19].[OH2:27]>>[CH3:1][c:2]1[c:3]2[c:4]([n:5][c:6]3[cH:7][cH:8][cH:9][cH:10][c:11]13)[CH2:12][CH2:13][N:14]([C:18](=[NH:17])[NH2:19])[CH2:15][CH2:16]2.